Task: describe an organic reaction: reactants, conditions, products, and yield. Dataset: the Open Reaction Database (ORD), a public repository of structured organic reaction records Reactants: O=C([O-])[O-], CCCN=C=S, CN1CCCC1=O, COc1ccc(Cl)cc1C(=O)NCCC1CCN(S(N)(=O)=O)CC1, Cl, [Cs+], [Cs+]. Yields the product CCCNC(=S)NS(=O)(=O)N1CCC(CCNC(=O)c2cc(Cl)ccc2OC)CC1. As a reaction SMILES: [C:25](=[O:26])([O-:27])[O-:28].[CH2:31]([CH2:32][CH3:33])[N:34]=[C:35]=[S:36].[CH3:38][N:39]1[CH2:40][CH2:41][CH2:42][C:43]1=[O:44].[Cl:1][c:2]1[cH:3][cH:4][c:5]([O:23][CH3:24])[c:6]([C:7](=[O:8])[NH:9][CH2:10][CH2:11][CH:12]2[CH2:13][CH2:14][N:15]([S:18](=[O:19])(=[O:20])[NH2:21])[CH2:16][CH2:17]2)[cH:22]1.[ClH:37].[Cs+:29].[Cs+:30]>>[Cl:1][c:2]1[cH:3][cH:4][c:5]([O:23][CH3:24])[c:6]([C:7](=[O:8])[NH:9][CH2:10][CH2:11][CH:12]2[CH2:13][CH2:14][N:15]([S:18](=[O:19])(=[O:20])[NH:21][C:35]([NH:34][CH2:31][CH2:32][CH3:33])=[S:36])[CH2:16][CH2:17]2)[cH:22]1. Reactants: C1(CC1)COC1=C(C=C(COC2=CC=3C4=C(NC3C=C2)C(CC4)CC(=O)OCC)C=C1)C(F)(F)F (ethyl 2-(7-(4-(cyclopropylmethoxy)-3-(trifluoromethyl)benzyloxy)-1,2,3,4-tetrahydrocyclopenta[b]indol-3-yl)acetate), [Li+].[OH-] (LiOH). Solvent: CCOC(=O)C (EtOAc), O1CCOCC1 (dioxane). Reaction conditions: time 3 hour. Yields the product C1(CC1)COC1=C(C=C(COC2=CC=3C4=C(NC3C=C2)C(CC4)CC(=O)O)C=C1)C(F)(F)F (2-(7-(4-(Cyclopropylmethoxy)-3-(trifluoromethyl)benzyloxy)-1,2,3,4-tetrahydrocyclopenta[b]indol-3-yl)acetic acid). RXN SMILES: [CH:1]1([CH2:4][O:5][C:6]2[CH:31]=[CH:30][C:9]([CH2:10][O:11][C:12]3[CH:20]=[CH:19][C:18]4[NH:17][C:16]5[CH:21]([CH2:24][C:25]([O:27]CC)=[O:26])[CH2:22][CH2:23][C:15]=5[C:14]=4[CH:13]=3)=[CH:8][C:7]=2[C:32]([F:35])([F:34])[F:33])[CH2:3][CH2:2]1.[Li+].[OH-]>O1CCOCC1.CCOC(C)=O>[CH:1]1([CH2:4][O:5][C:6]2[CH:31]=[CH:30][C:9]([CH2:10][O:11][C:12]3[CH:20]=[CH:19][C:18]4[NH:17][C:16]5[CH:21]([CH2:24][C:25]([OH:27])=[O:26])[CH2:22][CH2:23][C:15]=5[C:14]=4[CH:13]=3)=[CH:8][C:7]=2[C:32]([F:35])([F:33])[F:34])[CH2:3][CH2:2]1 |f:1.2|. Reported procedure: To a solution of ethyl 2-(7-(4-(cyclopropylmethoxy)-3-(trifluoromethyl)benzyloxy)-1,2,3,4-tetrahydrocyclopenta[b]indol-3-yl)acetate (22.9 mg, 0.047 mmol) in dioxane was added 1M LiOH (0.188 mL, 0.188 mmol). The reaction mixture was stirred 3 h, taken up in EtOAc and washed with 1 M HCl. The EtOAc extract was dried over MgSO4 and concentrated. The residue was purified by preparative HPLC/MS to give the title compound as a solid. LCMS m/z=460.3 [M+H]+. 1H NMR (400 MHz, DMSO-d6) δ ppm 0.30-0.38 (m,... Reactants: C([O-])(O)=O.[Na+] (sodium bicarbonate), ClC1=CC=C(C=C1)NCC(=O)OCC (ethyl N-(4-chlorophenyl)glycinate), ClC1=CC2=C(N=C(N2)CCl)C=C1 (5-chloro-2-chloromethylbenzimidazole), C([O-])(O)=O.[Na+] (sodium bicarbonate). Run in CN(C=O)C (N,N-dimethylformamide). Reaction conditions: temperature 150 celsius, time 0.5 hour. Product: ClC1=CC2=C(N=C(N2)CN(CC(=O)OCC)C2=CC=C(C=C2)Cl)C=C1 (ethyl N-[(5-chloro-2-benzimidazolyl)methyl]-N-(4-chlorophenyl)glycinate). The yield is 22.6%. As a reaction SMILES: [Cl:1][C:2]1[CH:7]=[CH:6][C:5]([NH:8][CH2:9][C:10]([O:12][CH2:13][CH3:14])=[O:11])=[CH:4][CH:3]=1.[Cl:15][C:16]1[CH:26]=[CH:25][C:19]2[N:20]=[C:21]([CH2:23]Cl)[NH:22][C:18]=2[CH:17]=1.C(=O)(O)[O-].[Na+]>CN(C)C=O>[Cl:15][C:16]1[CH:26]=[CH:25][C:19]2[N:20]=[C:21]([CH2:23][N:8]([C:5]3[CH:4]=[CH:3][C:2]([Cl:1])=[CH:7][CH:6]=3)[CH2:9][C:10]([O:12][CH2:13][CH3:14])=[O:11])[NH:22][C:18]=2[CH:17]=1 |f:2.3|. Procedure: The mixture of ethyl N-(4-chlorophenyl)glycinate (0.43 g), 5-chloro-2-chloromethylbenzimidazole (0.4 g), and sodium bicarbonate (0.17 g) in N,N-dimethylformamide (2 ml) was stirred at 150° C. for 0.5 h. After cooling to rt the mixture was poured into saturated sodium bicarbonate solution (50 ml) and extracted twice with EtOAc (40 ml). The combined organic layers were washed with 10% sodium carbonate solution (40 ml) and water (40 ml) and dried (sodium sulfate). After concentration the crude (0.6... The reactants are BrC1=CC=C(C=C1)C1=C(N=C(N1)[C@H]1N(CCC1)C(=O)OC(C)(C)C)Cl ((S)-tert-butyl 2-(5-(4-bromophenyl)-4-chloro-1H-imidazol-2-yl)pyrrolidine-1-carboxylate), CC1(OB(OC1(C)C)C1=CC2=CC=C(C=C2C=C1)B1OC(C(O1)(C)C)(C)C)C (2,6-bis(4,4,5,5-tetramethyl-1,3,2-dioxaborolan-2-yl)naphthalene). Reagents/catalysts: C=1C=CC(=CC1)[P](C=2C=CC=CC2)(C=3C=CC=CC3)[Pd]([P](C=4C=CC=CC4)(C=5C=CC=CC5)C=6C=CC=CC6)([P](C=7C=CC=CC7)(C=8C=CC=CC8)C=9C=CC=CC9)[P](C=1C=CC=CC1)(C=1C=CC=CC1)C=1C=CC=CC1 (Pd(Ph3P)4), C=1C=CC(=CC1)[P](C=2C=CC=CC2)(C=3C=CC=CC3)[Pd]([P](C=4C=CC=CC4)(C=5C=CC=CC5)C=6C=CC=CC6)([P](C=7C=CC=CC7)(C=8C=CC=CC8)C=9C=CC=CC9)[P](C=1C=CC=CC1)(C=1C=CC=CC1)C=1C=CC=CC1 (Pd(PPh3)4). The solvent is COCCOC (DME), O (water). Reaction conditions: time 8 hour. Product: ClC=1N=C(NC1C1=CC=C(C=C1)C1=CC2=CC=C(C=C2C=C1)B1OC(C(O1)(C)C)(C)C)[C@H]1N(CCC1)C(=O)OC(C)(C)C ((S)-tert-butyl 2-(4-chloro-5-(4-(6-(4,4,5,5-tetramethyl-1,3,2-dioxaborolan-2-yl)naphthalen-2-yl)phenyl)-1H-imidazol-2-yl)pyrrolidine-1-carboxylate). RXN SMILES: Br[C:2]1[CH:7]=[CH:6][C:5]([C:8]2[NH:12][C:11]([C@@H:13]3[CH2:17][CH2:16][CH2:15][N:14]3[C:18]([O:20][C:21]([CH3:24])([CH3:23])[CH3:22])=[O:19])=[N:10][C:9]=2[Cl:25])=[CH:4][CH:3]=1.[CH3:26][C:27]1([CH3:53])[C:31]([CH3:33])([CH3:32])[O:30][B:29]([C:34]2[CH:43]=[CH:42][C:41]3[C:36](=[CH:37][CH:38]=[C:39](B4OC(C)(C)C(C)(C)O4)[CH:40]=3)[CH:35]=2)[O:28]1>COCCOC.O.C1C=CC([P]([Pd]([P](C2C=CC=CC=2)(C2C=CC=CC=2)C2C=CC=CC=2)([P](C2C=CC=CC=2)(C2C=CC=CC=2)C2C=CC=CC=2)[P](C2C=CC=CC=2)(C2C=CC=CC=2)C2C=CC=CC=2)(C2C=CC=CC=2)C2C=CC=CC=2)=CC=1>[Cl:25][C:9]1[N:10]=[C:11]([C@@H:13]2[CH2:17][CH2:16][CH2:15][N:14]2[C:18]([O:20][C:21]([CH3:24])([CH3:23])[CH3:22])=[O:19])[NH:12][C:8]=1[C:5]1[CH:6]=[CH:7][C:2]([C:39]2[CH:38]=[CH:37][C:36]3[C:41](=[CH:42][CH:43]=[C:34]([B:29]4[O:28][C:27]([CH3:53])([CH3:26])[C:31]([CH3:33])([CH3:32])[O:30]4)[CH:35]=3)[CH:40]=2)=[CH:3][CH:4]=1 |^1:64,66,85,104|. Procedure details: A solution of (S)-tert-butyl 2-(5-(4-bromophenyl)-4-chloro-1H-imidazol-2-yl)pyrrolidine-1-carboxylate (1.04 g, 2.44 mmol) and 2,6-bis(4,4,5,5-tetramethyl-1,3,2-dioxaborolan-2-yl)naphthalene (0.926 g, 2.44 mmol) in DME (10 mL) and water (2 mL) was degassed under vacuum for 10 min. The mixture was heated at ca ˜80° C., Pd(Ph3P)4 (0.282 g, 0.244 mmol) was added under a stream of nitrogen and the reactor was sealed. The heating was pursued further to 130° C. for 8 h. Additional Pd(PPh3)4 (100 mg) wa... The reactants are C(C)OC(\C=C(\C=C\C=C(\C=C\C1=C(OC=C1C)C)/C)/C)=O ((E,E,E,E)-3,7-dimethyl-9-(2,4-dimethyl-3-furyl)-2,4,6,8-nonatetraenoic acid ethyl ester), [H-].C(C(C)C)[Al+]CC(C)C (diisobutyl aluminum hydride), S(=O)(=O)([O-])[O-].[Mg+2] (magnesium sulfate), CO (methanol). Solvent: CCOCC (ether). Run at time 30 minute. The product is C\C(=C/CO)\C=C\C=C(\C=C\C1=C(OC=C1C)C)/C ((E,E,E,E)-3,7-dimethyl-9-(2,4,-dimethyl-3-furyl)-2,4,6,8-nonatetraenol). RXN SMILES: C([O:3][C:4](=O)/[CH:5]=[C:6](\[CH3:21])/[CH:7]=[CH:8]/[CH:9]=[C:10](\[CH3:20])/[CH:11]=[CH:12]/[C:13]1[C:17]([CH3:18])=[CH:16][O:15][C:14]=1[CH3:19])C.[H-].C([Al+]CC(C)C)C(C)C.CO.S([O-])([O-])(=O)=O.[Mg+2]>CCOCC>[CH3:21]/[C:6](/[CH:7]=[CH:8]/[CH:9]=[C:10](\[CH3:20])/[CH:11]=[CH:12]/[C:13]1[C:17]([CH3:18])=[CH:16][O:15][C:14]=1[CH3:19])=[CH:5]\[CH2:4][OH:3] |f:1.2,4.5|. Procedure details: (E,E,E,E)-3,7-dimethyl-9-(2,4-dimethyl-3-furyl)-2,4,6,8-nonatetraenoic acid ethyl ester (6 g.) in ether (25 ml.) was added to a solution of diisobutyl aluminum hydride (38 ml.; 25% by volume in hexane) at -40° and stirred for 30 minutes at room temperature. Aqueous methanol (1:1 parts by volume; 1.6 ml.) was added. The mixture was then carefully warmed to room temperature and then treated with anhydrous magnesium sulfate. The solids were filtered off and the solvents were removed to give (E,E,E,...